From a dataset of the Open Reaction Database (ORD), a public repository of structured organic reaction records. describe an organic reaction: reactants, conditions, products, and yield The reactants are CCC(NC(=O)c1cncc2c1cnn2-c1ccc(F)cc1)C(=O)NC(CSC(c1ccccc1)(c1ccccc1)c1ccccc1)C(=O)OC, ClCCl. Product: CCC(NC(=O)c1cncc2c1cnn2-c1ccc(F)cc1)C1=NC(C(=O)OC)CS1. As a reaction SMILES: [CH3:1][O:2][C:3]([CH:4]([CH2:5][S:6][C:8]([c:9]1[cH:10][cH:11][cH:12][cH:13][cH:14]1)([c:15]1[cH:16][cH:17][cH:18][cH:19][cH:20]1)[c:21]1[cH:22][cH:23][cH:24][cH:25][cH:50]1)[NH:26][C:27](=[O:7])[CH:28]([CH2:29][CH3:30])[NH:31][C:32](=[O:33])[c:34]1[c:35]2[c:36]([cH:37][n:38][cH:39]1)[n:40](-[c:43]1[cH:44][cH:45][c:46]([F:49])[cH:47][cH:48]1)[n:41][cH:42]2)=[O:51].[Cl:52][CH2:53][Cl:54]>>[CH3:1][O:2][C:3]([CH:4]1[CH2:5][S:6][C:27]([CH:28]([CH2:29][CH3:30])[NH:31][C:32](=[O:33])[c:34]2[c:35]3[c:36]([cH:37][n:38][cH:39]2)[n:40](-[c:43]2[cH:44][cH:45][c:46]([F:49])[cH:47][cH:48]2)[n:41][cH:42]3)=[N:26]1)=[O:51]. The reactants are COC(=O)c1c[nH]nc1C, FC(F)(F)c1cnc(Cl)c(Cl)c1. The product is COC(=O)c1cn(-c2ncc(C(F)(F)F)cc2Cl)nc1C. Reaction SMILES: [CH3:1][c:2]1[n:3][nH:4][cH:5][c:6]1[C:7](=[O:8])[O:9][CH3:10].[Cl:11][c:12]1[n:13][cH:14][c:15]([C:19]([F:20])([F:21])[F:22])[cH:16][c:17]1[Cl:18]>>[CH3:1][c:2]1[n:3][n:4](-[c:12]2[n:13][cH:14][c:15]([C:19]([F:20])([F:21])[F:22])[cH:16][c:17]2[Cl:18])[cH:5][c:6]1[C:7](=[O:8])[O:9][CH3:10]. Starting materials: [H-].[Na+] (sodium hydride), BrCCCN1C(CC2=NC(=CC=C21)OC)=O (1-(3-Bromopropyl)-5-methoxy-1,3-dihydro-2H-pyrrolo[3,2-b]pyridin-2-one). Run in CN(C=O)C (N,N-dimethylformamide). Reaction conditions: temperature 0 celsius, time 30 minute. Product: COC=1C=CC2=C(C=C3OCCCN32)N1 (8-Methoxy-3,4-dihydro-2H-pyrido[2′,3′:4,5]pyrrolo[2,1-b][1,3]oxazine). RXN SMILES: [H-].[Na+].Br[CH2:4][CH2:5][CH2:6][N:7]1[C:15]2[C:10](=[N:11][C:12]([O:16][CH3:17])=[CH:13][CH:14]=2)[CH2:9][C:8]1=[O:18]>CN(C)C=O>[CH3:17][O:16][C:12]1[CH:13]=[CH:14][C:15]2[N:7]3[C:8]([O:18][CH2:4][CH2:5][CH2:6]3)=[CH:9][C:10]=2[N:11]=1 |f:0.1|. Procedure: Under an inert atmosphere, 160 mg (4 mmol) of sodium hydride (60% in oil) are added slowly at 0° C. to a solution of 380 mg (1.34 mmol) of the compound obtained in Step E in 10 ml of N,N-dimethylformamide. The reaction mixture is stirred at 0° C. for 30 minutes before being hydrolysed with ice and then extracted with ethyl acetate. The organic phase is washed several times with water, dried over magnesium sulphate, concentrated and purified by flash chromatography over silica gel (eluant:ethyl a... The reactants are FC1=CC=C(C=C1)N1N=CC2=CC(=CC=C12)CO ((1-(4-fluorophenyl)-1H-indazol-5-yl)methanol), CC(=O)C.OS(=O)(=O)O.O=[Cr](=O)=O (Jones' reagent). The solvent is CC(=O)C (acetone). Conditions: time 1 hour. Yields the product FC1=CC=C(C=C1)N1N=CC2=CC(=CC=C12)C(=O)O (1-(4-fluorophenyl)-1H-indazole-5-carboxylic acid). Yield: 89.0%. RXN SMILES: [F:1][C:2]1[CH:7]=[CH:6][C:5]([N:8]2[C:16]3[C:11](=[CH:12][C:13]([CH2:17][OH:18])=[CH:14][CH:15]=3)[CH:10]=[N:9]2)=[CH:4][CH:3]=1.CC(C)=[O:21].OS(O)(=O)=O.O=[Cr](=O)=O>CC(C)=O>[F:1][C:2]1[CH:3]=[CH:4][C:5]([N:8]2[C:16]3[C:11](=[CH:12][C:13]([C:17]([OH:21])=[O:18])=[CH:14][CH:15]=3)[CH:10]=[N:9]2)=[CH:6][CH:7]=1 |f:1.2.3|. Procedure details: To a stirred solution of (1-(4-fluorophenyl)-1H-indazol-5-yl)methanol (0.45 g, 1.9 mmol) in acetone (10 mL) was added Jones' reagent (3 mL) dropwise at 0° C. The reaction mixture was stirred at rt for 1 hr and concentrated under reduced pressure. Water was added to the residue and the solid that separates out was filtered, washed with water and dried to give 1-(4-fluorophenyl)-1H-indazole-5-carboxylic acid (0.43 g, 1.7 mmol, 89% yield) as a yellow solid. The reactants are solution, [Na].N1=C(N)N=C2N=C[N+](=C2C1=O)[O-] (guanine-N7 -oxide sodium salt). The solvent is C(C)(=O)O (acetic acid). The product is N1=C(N)N=C2N=C[N+](=C2C1=O)[O-] (guanine-N7 -oxide). Reaction SMILES: [Na].[N:2]1[C:11](=[O:12])[C:10]2[C:6]([N:7]=[CH:8][N+:9]=2[O-:13])=[N:5][C:3]=1[NH2:4]>C(O)(=O)C>[N:2]1[C:11](=[O:12])[C:10]2[C:6]([N:7]=[CH:8][N+:9]=2[O-:13])=[N:5][C:3]=1[NH2:4] |f:0.1,^1:0|. Reported procedure: To 60 ml of a solution containing approximately 450 mg of guanine-N7 -oxide sodium salt was added 1.0M acetic acid to pH 7.9. The white precipitate that formed was collected and dried to yield 276 mg partially crystalline neutral guanine-N7 -oxide. Additional 1.0M acetic acid was added to the mother liquor to a final pH of 5.9. After standing overnight at 5° C., an additional 46 mg of neutral guanine-N7 -oxide precipitated as a white crystalline solid. Reactants: C12C(C3CC(CC(C1)C3)C2)=CC(=O)OCC (Ethyl adamantylideneacetate), [H-].[Al+3].[Li+].[H-].[H-].[H-] (lithium aluminium hydride), O1CCCC1 (tetrahydrofuran), O1CCCC1 (tetrahydrofuran). Product: C12C(C3CC(CC(C1)C3)C2)=C(C)O (2-Adamantylideneethan-1-ol). As a reaction SMILES: [CH:1]12[CH2:10][CH:5]3[CH2:6][CH:7]([CH2:9][CH:3]([CH2:4]3)[C:2]1=[CH:11][C:12](OCC)=O)[CH2:8]2.[H-].[Al+3].[Li+].[H-].[H-].[H-].[O:23]1CCCC1>>[CH:1]12[CH2:10][CH:5]3[CH2:6][CH:7]([CH2:9][CH:3]([CH2:4]3)[C:2]1=[C:11]([OH:23])[CH3:12])[CH2:8]2 |f:1.2.3.4.5.6|. Reported procedure: Ethyl adamantylideneacetate (7) (31 g) in tetrahydrofuran (50 cm3) was added dropwise to a suspension of lithium aluminium hydride (5.2 g) in tetrahydrofuran (30 cm3). When the addition was complete, the reaction 0° C., allowed to warm up to room temperature and poured onto crushed ice. Work up gave the alcohol (8) (8.8 g) as a colourless oil which partially crystallised. Starting materials: BrC1=NN(C2=NC(=NC=C21)S(=O)(=O)C)C (3-Bromo-6-methanesulfonyl-1-methyl-1H-pyrazolo[3,4-d]pyrimidine), N (ammonia). Solvent: O1CCOCC1 (1,4-dioxane). Run at time 8 hour. The product is BrC1=NN(C2=NC(=NC=C21)N)C (3-Bromo-1-methyl-1H-pyrazolo[3,4-d]pyrimidin-6-ylamine). As a reaction SMILES: [Br:1][C:2]1[C:10]2[C:5](=[N:6][C:7](S(C)(=O)=O)=[N:8][CH:9]=2)[N:4]([CH3:15])[N:3]=1.[NH3:16]>O1CCOCC1>[Br:1][C:2]1[C:10]2[C:5](=[N:6][C:7]([NH2:16])=[N:8][CH:9]=2)[N:4]([CH3:15])[N:3]=1. Procedure: 3-Bromo-6-methanesulfonyl-1-methyl-1H-pyrazolo[3,4-d]pyrimidine (WO 2003029209, page 46) (0.215 g, 0.0074 mol) is dissolved in 0.5M ammonia in 1,4-dioxane (11 ml) and stirred overnight at room temperature. The reaction mixture is concentrated in vacuo to afford the title compound.